Dataset: the Open Reaction Database (ORD), a public repository of structured organic reaction records. Task: describe an organic reaction: reactants, conditions, products, and yield The reactants are C(#CC)C=1C(NC(N([C@H]2C[C@H](O)[C@@H](CO)O2)C1)=O)=O (2'-deoxy-5-propynyluridine). Run in P(=O)([O-])([O-])[O-] (phosphate). Reaction conditions: time 24 hour. Yields the product C(#CC)C=1C(NC(NC1)=O)=O (5-Propynyluracil). Reaction SMILES: [C:1]([C:4]1[C:5](=[O:19])[NH:6][C:7](=[O:18])[N:8]([CH:17]=1)[C@@H]1O[C@H](CO)[C@@H](O)C1)#[C:2][CH3:3]>P([O-])([O-])([O-])=O>[C:1]([C:4]1[C:5](=[O:19])[NH:6][C:7](=[O:18])[NH:8][CH:17]=1)#[C:2][CH3:3]. Procedure details: To a stirred solution of 2'-deoxy-5-propynyluridine (European Patent Specification No. 272065) (20 g, 75 mmol) in aqueous phosphate buffer at pH 6.84 (1250 mL) was added purified E. coli thymidine phosphorylase (10,000 units) (T. A. Krenitsky et al, Biochemistry, 20, 3615, 1981; U.S. Pat. No. 4,381,344) and alkaline phosphatase (10,000 units) [Sigma type VII-S from bovine intestinal mucosa] and the whole mixture was incubated at 37° C. for 24 hours. The resulting white precipitate was filtered, ... Starting materials: BrC1=NC(=C2N1CCCN(C2)C)C(=O)N[C@H](C(=O)NC)C(C)(C)C ((S)-3-bromo-N-(3,3-dimethyl-1-(methylamino)-1-oxobutan-2-yl)-8-methyl-6,7,8,9-tetrahydro-5H-imidazo[1,5-a][1,4]diazepine-1-carboxamide), COC1=C(C=CC=C1)B(O)O (2-methoxyphenylboronic acid), C([O-])([O-])=O.[K+].[K+] (potassium carbonate). The reagents and catalysts are C1(=CC=CC=C1)P(C1=CC=CC=C1)C1=CC=CC=C1.C1(=CC=CC=C1)P(C1=CC=CC=C1)C1=CC=CC=C1.C1(=CC=CC=C1)P(C1=CC=CC=C1)C1=CC=CC=C1.C1(=CC=CC=C1)P(C1=CC=CC=C1)C1=CC=CC=C1.[Pd] (palladium tetrakis(triphenylphosphine)). The solvent is O1CCOCC1.O (dioxane water). Run at temperature 100 celsius. Yields the product CC([C@@H](C(=O)NC)NC(=O)C=1N=C(N2C1CN(CCC2)C)C2=C(C=CC=C2)OC)(C)C ((S)-N-(3,3-dimethyl-1-(methylamino)-1-oxobutan-2-yl)-3-(2-methoxyphenyl)-8-methyl-6,7,8,9-tetrahydro-5H-imidazol[1,5-a][1,4]diazepine-1-carboxamide). RXN SMILES: Br[C:2]1[N:6]2[CH2:7][CH2:8][CH2:9][N:10]([CH3:12])[CH2:11][C:5]2=[C:4]([C:13]([NH:15][C@@H:16]([C:21]([CH3:24])([CH3:23])[CH3:22])[C:17]([NH:19][CH3:20])=[O:18])=[O:14])[N:3]=1.[CH3:25][O:26][C:27]1[CH:32]=[CH:31][CH:30]=[CH:29][C:28]=1B(O)O.C(=O)([O-])[O-].[K+].[K+]>O1CCOCC1.O.C1(P(C2C=CC=CC=2)C2C=CC=CC=2)C=CC=CC=1.C1(P(C2C=CC=CC=2)C2C=CC=CC=2)C=CC=CC=1.C1(P(C2C=CC=CC=2)C2C=CC=CC=2)C=CC=CC=1.C1(P(C2C=CC=CC=2)C2C=CC=CC=2)C=CC=CC=1.[Pd]>[CH3:22][C:21]([CH3:24])([CH3:23])[C@H:16]([NH:15][C:13]([C:4]1[N:3]=[C:2]([C:28]2[CH:29]=[CH:30][CH:31]=[CH:32][C:27]=2[O:26][CH3:25])[N:6]2[CH2:7][CH2:8][CH2:9][N:10]([CH3:12])[CH2:11][C:5]=12)=[O:14])[C:17]([NH:19][CH3:20])=[O:18] |f:2.3.4,5.6,7.8.9.10.11|. Procedure: A mixture of Compound 324 (7.7 mg), 2-methoxyphenylboronic acid (0.038 mmol), palladium tetrakis(triphenylphosphine) (2.5 mg) and potassium carbonate (3 mg) in dioxane/water was heated at 100° C. for two hours. The mixture was filtered through a thiol-based palladium scavenger and purified by preparative LC-MS to give Compound 325. LCMS (+ESI) m/z 428.2 [M+H]+. The yield is 99.8%. Run at temperature 0 celsius, time 0.5 hour. Run in C1CCOC1 (THF), O (water). Procedure details: A solution of 3-Formyl-5-phenyl-thiophene-2-carboxylic acid tert-butyl ester (300 mg, 1.04 mmol) in dry THF (20 ml), at 0° C., under nitrogen, was treated with methyl sulfide (10% w/w in THF, 3.8 ml, 5.2 mmol) followed by sodium dihydrogenphosphate (30% aqueous solution, 9.56 ml, 2.05 mmol). After 0.5 h, the solution was treated with sodium chlorite (30% w/w aqueous solution, 1.9 ml, 2.08 mmol) added over 1 min via a syringe. The pale yellow solution was stirred for 1.5 h at 0° C., then diluted ... RXN SMILES: [C:1]([O:5][C:6]([C:8]1[S:9][C:10]([C:15]2[CH:20]=[CH:19][CH:18]=[CH:17][CH:16]=2)=[CH:11][C:12]=1[CH:13]=[O:14])=[O:7])([CH3:4])([CH3:3])[CH3:2].CSC.P([O-])(O)(O)=[O:25].[Na+].Cl([O-])=O.[Na+]>C1COCC1.O>[C:1]([O:5][C:6]([C:8]1[S:9][C:10]([C:15]2[CH:20]=[CH:19][CH:18]=[CH:17][CH:16]=2)=[CH:11][C:12]=1[C:13]([OH:25])=[O:14])=[O:7])([CH3:4])([CH3:2])[CH3:3] |f:2.3,4.5|. Reactants: C(C)(C)(C)OC(=O)C=1SC(=CC1C=O)C1=CC=CC=C1 (3-Formyl-5-phenyl-thiophene-2-carboxylic acid tert-butyl ester), CSC (methyl sulfide), Cl(=O)[O-].[Na+] (sodium chlorite), P(=O)(O)(O)[O-].[Na+] (sodium dihydrogenphosphate). Product: C(C)(C)(C)OC(=O)C=1SC(=CC1C(=O)O)C1=CC=CC=C1 (5-Phenyl-thiophene-2,3-dicarboxylic acid 2-tert-butyl ester). Starting materials: Br (hydrobromic acid), C12(CC3CC(CC(C1)C3)C2)CO (adamantyl methylalcohol). Reagents/catalysts: [Br-].[Zn+2].[Br-] (zinc bromide). Solvent: O (water). Yields the product C12(CC3CC(CC(C1)C3)C2)CO (1-adamantyl methylalcohol), C12(CC3CC(CC(C1)C3)C2)CBr (1-adamantyl methyl bromide). As a reaction SMILES: [BrH:1].[C:2]12([CH2:12][OH:13])[CH2:11][CH:6]3[CH2:7][CH:8]([CH2:10][CH:4]([CH2:5]3)[CH2:3]1)[CH2:9]2>[Br-].[Zn+2].[Br-].O>[C:2]12([CH2:12][OH:13])[CH2:9][CH:8]3[CH2:7][CH:6]([CH2:5][CH:4]([CH2:10]3)[CH2:3]1)[CH2:11]2.[C:2]12([CH2:12][Br:1])[CH2:11][CH:6]3[CH2:7][CH:8]([CH2:10][CH:4]([CH2:5]3)[CH2:3]1)[CH2:9]2 |f:2.3.4|. Procedure: To 39 g (0.17 moles) of zinc bromide, 29.8 g (0.17 mole) of hydrobromic acid were added. To the solution thus obtained, 11.5 g (0.069 mole) of 1-adamantyl methylalcohol which was prepared by the method shown in (1) was added and the mixture was refluxed for 11 hours. After the reaction mixture was brought to room temperature, 200 ml of water were added to this and extracted with two 300 ml portions of ether. After washing with 100 ml of water saturated with sodium bicarbonate and 100 ml of water... The reactants are COc1ccc(CC(OC(C)C)C(=O)[O-])cc1CBr, COc1cc(Cl)ccc1CO. Yields the product COc1ccc(CC(OC(C)C)C(=O)O)cc1COCc1ccc(Cl)cc1OC. Reaction SMILES: [Br:12][CH2:13][c:14]1[cH:15][c:16]([CH2:22][CH:23]([C:24](=[O:25])[O-:26])[O:27][CH:28]([CH3:29])[CH3:30])[cH:17][cH:18][c:19]1[O:20][CH3:21].[Cl:1][c:2]1[cH:3][c:4]([O:10][CH3:11])[c:5]([CH2:8][OH:9])[cH:6][cH:7]1>>[Cl:1][c:2]1[cH:3][c:4]([O:10][CH3:11])[c:5]([CH2:8][O:9][CH2:13][c:14]2[cH:15][c:16]([CH2:22][CH:23]([C:24](=[O:25])[OH:26])[O:27][CH:28]([CH3:29])[CH3:30])[cH:17][cH:18][c:19]2[O:20][CH3:21])[cH:6][cH:7]1. Starting materials: [F-].[K+] (potassium fluoride), BrC1=CC(=C(C=C1)C1=CC=CC=C1)F (4-bromo-2-fluorobiphenyl), C(C)(=O)OC(=C)C (isopropenyl acetate), [O-]CCCC.C(CCC)[Sn+](CCCC)CCCC (tributyltin butoxide). The solvent is C(C)(=O)OCC (ethyl acetate), C1(=CC=CC=C1)C (toluene). Reaction conditions: temperature 80 celsius. Product: FC1=C(C=CC(=C1)CC(C)=O)C1=CC=CC=C1 (1-(2-fluoro-4-biphenylyl)-2-propanone). Yield: 77.7%. Reaction SMILES: Br[C:2]1[CH:7]=[CH:6][C:5]([C:8]2[CH:13]=[CH:12][CH:11]=[CH:10][CH:9]=2)=[C:4]([F:14])[CH:3]=1.C([O:18][C:19]([CH3:21])=[CH2:20])(=O)C.[O-]CCCC.C([Sn+](CCCC)CCCC)CCC.[F-].[K+]>C(OCC)(=O)C.C1(C)C=CC=CC=1>[F:14][C:4]1[CH:3]=[C:2]([CH2:20][C:19](=[O:18])[CH3:21])[CH:7]=[CH:6][C:5]=1[C:8]1[CH:13]=[CH:12][CH:11]=[CH:10][CH:9]=1 |f:2.3,4.5|. Procedure details: 150 g of 4-bromo-2-fluorobiphenyl, 89.6 g of isopropenyl acetate, 258 ml of tributyltin butoxide and 4.7 g of a palladium chloride-tri(o-phenyl)phosphine complex were added to 300 ml of toluene and the mixture was stirred under heating at 80° C. for 2 hours under a nitrogen atmosphere. The reaction solution was left to cool to room temperature. Then, 1 l of ethyl acetate and 500 ml of a saturated potassium fluoride aqueous solution were added thereto, and the mixture was vigorously stirred. Inso...